describe an organic reaction: reactants, conditions, products, and yield From a dataset of the Open Reaction Database (ORD), a public repository of structured organic reaction records. Reactants: C(C)OCN1C(=O)NC(=O)C(=C1)C(C)C (1-ethoxymethyl-5-isopropyluracil), O1CCCC1 (tetrahydrofuran), C(C)(C)[N-]C(C)C.[Li+] (lithium diisopropylamide), O1CCCC1 (tetrahydrofuran), C(C1=CC=CC=C1)=O (benzaldehyde). Reaction conditions: time 1 hour. Product: C(C)(=O)OC(C1=CC=CC=C1)C1=C(C(NC(N1COCC)=O)=O)C(C)C (6-(α-acetoxybenzyl)-1-ethoxymethyl-5-isopropyluracil). As a reaction SMILES: C([N-]C(C)C)(C)C.[Li+].[CH2:9]([O:11][CH2:12][N:13]1[CH:20]=[C:19]([CH:21]([CH3:23])[CH3:22])[C:17](=[O:18])[NH:16][C:14]1=[O:15])[CH3:10].[CH:24](=[O:31])[C:25]1[CH:30]=[CH:29][CH:28]=[CH:27][CH:26]=1.[O:32]1CC[CH2:34][CH2:33]1>>[C:33]([O:31][CH:24]([C:20]1[N:13]([CH2:12][O:11][CH2:9][CH3:10])[C:14](=[O:15])[NH:16][C:17](=[O:18])[C:19]=1[CH:21]([CH3:22])[CH3:23])[C:25]1[CH:30]=[CH:29][CH:28]=[CH:27][CH:26]=1)(=[O:32])[CH3:34] |f:0.1|. Reported procedure: An 1N lithium diisopropylamide solution (357 ml) in tetrahydrofuran was cooled to -10°--15° C. in a stream of nitrogen and a solution of 1-ethoxymethyl-5-isopropyluracil (22.2 g) in tetrahydrofuran (100 ml) was added dropwise thereto at an appropriate rate to keep the temperature of reaction mixture at -10°--15° C. Stirring was continued for another 1 hr at -10°--15° C. after the completion of addition. To the mixture was added dropwise benzaldehyde at an appropriate rate to keep the temperature... Reactants: C(#N)C=1C=C(C=CC1F)CC(=O)O ((3-cyano-4-fluoro-phenyl)-acetic acid), C([O-])([O-])=O.[K+].[K+] (potassium carbonate), C(C)I (ethyl iodide). Run in CN(C)C=O (DMF). Conditions: time 4 hour. Product: C(C)OC(CC1=CC(=C(C=C1)F)C#N)=O ((3-Cyano-4-fluoro-phenyl)-acetic acid ethyl ester). Yield: 87.0%. RXN SMILES: [C:1]([C:3]1[CH:4]=[C:5]([CH2:10][C:11]([OH:13])=[O:12])[CH:6]=[CH:7][C:8]=1[F:9])#[N:2].C(=O)([O-])[O-].[K+].[K+].[CH2:20](I)[CH3:21]>CN(C=O)C>[CH2:20]([O:12][C:11](=[O:13])[CH2:10][C:5]1[CH:6]=[CH:7][C:8]([F:9])=[C:3]([C:1]#[N:2])[CH:4]=1)[CH3:21] |f:1.2.3|. Procedure details: To a suspension of (3-cyano-4-fluoro-phenyl)-acetic acid (500 mg, 2.79 mmol) (Preparation 126) and potassium carbonate (770 mg, 5.58 mmol) in DMF (5 mL) was added ethyl iodide (0.89 mL, 11.16 mmol) and the reaction mixture stirred at room temperature for 4 hours. The crude reaction mixture was poured onto water (10 mL) and extracted with ethyl acetate (3×15 mL). The combined organic layers were washed with water (5×10 mL), brine (10 mL), dried over sodium sulphate, filtered and concentrated unde... Reactants: NC=1C=CC(=C(C1)NC1=NC=NC(=C1)NC1=CC(=C(C=C1)F)Cl)C (N-(5-amino-2-methylphenyl)-N′-(3-chloro-4-fluorophenyl)pyrimidine-4,6-diamine), CN(CC=CC(=O)Cl)C (4-dimethylamino-2-butenoyl chloride). The product is ClC=1C=C(C=CC1F)NC1=CC(=NC=N1)NC=1C=C(C=CC1C)NC(\C=C\CN(C)C)=O ((E)-N-[3-(6-(3-chloro-4-fluorophenyl)amino-pyrimidin-4-ylamino)-4-methylphenyl]-4-(dimethylamino)but-2-enamide). As a reaction SMILES: [NH2:1][C:2]1[CH:3]=[CH:4][C:5]([CH3:24])=[C:6]([NH:8][C:9]2[CH:14]=[C:13]([NH:15][C:16]3[CH:21]=[CH:20][C:19]([F:22])=[C:18]([Cl:23])[CH:17]=3)[N:12]=[CH:11][N:10]=2)[CH:7]=1.[CH3:25][N:26]([CH3:33])[CH2:27][CH:28]=[CH:29][C:30](Cl)=[O:31]>>[Cl:23][C:18]1[CH:17]=[C:16]([NH:15][C:13]2[N:12]=[CH:11][N:10]=[C:9]([NH:8][C:6]3[CH:7]=[C:2]([NH:1][C:30](=[O:31])/[CH:29]=[CH:28]/[CH2:27][N:26]([CH3:33])[CH3:25])[CH:3]=[CH:4][C:5]=3[CH3:24])[CH:14]=2)[CH:21]=[CH:20][C:19]=1[F:22]. Procedure: N-(5-amino-2-methylphenyl)-N′-(3-chloro-4-fluorophenyl)pyrimidine-4,6-diamine (Int-F) and 4-dimethylamino-2-butenoyl chloride were combined in a manner similar to that described in Scheme 4a to give (E)-N-[3-(6-(3-chloro-4-fluorophenyl)amino-pyrimidin-4-ylamino)-4-methylphenyl]-4-(dimethylamino)but-2-enamide (I-54). MS (m/z): 455/457 (M+1, 100/39%). 1H NMR (DMSO-d6) δ 11.02 (bs, 1H), 10.66 (bs, 1H), 9.92 (bs, 1H), 9.39 (bs, 1H), 7.92-7.94 (m, 1H), 7.75 (bs, 1H), 7.27-7.56 (m, 4H), 6.80 (m, 1H), ... Starting materials: O=C1C2=CC=CC=C2CCC12CCN(CC2)CC(=O)OCC (ethyl 2-(1-oxo-3,4-dihydro-1H-spiro[naphthalene-2,4′-piperidine]-1′-yl)acetate), [OH-].[Na+] (NaOH). Solvent: CCO (EtOH). Run at temperature 25 celsius, time 16 hour. Product: O=C1C2=CC=CC=C2CCC12CCN(CC2)CC(=O)O (2-(1-Oxo-3,4-dihydro-1H-spiro[naphthalene-2,4′-piperidine]-1′-yl)acetic acid). Yield: 57.2%. As a reaction SMILES: [O:1]=[C:2]1[C:11]2([CH2:16][CH2:15][N:14]([CH2:17][C:18]([O:20]CC)=[O:19])[CH2:13][CH2:12]2)[CH2:10][CH2:9][C:8]2[C:3]1=[CH:4][CH:5]=[CH:6][CH:7]=2.[OH-].[Na+]>CCO>[O:1]=[C:2]1[C:11]2([CH2:12][CH2:13][N:14]([CH2:17][C:18]([OH:20])=[O:19])[CH2:15][CH2:16]2)[CH2:10][CH2:9][C:8]2[C:3]1=[CH:4][CH:5]=[CH:6][CH:7]=2 |f:1.2|. Reported procedure: To a stirred solution of ethyl 2-(1-oxo-3,4-dihydro-1H-spiro[naphthalene-2,4′-piperidine]-1′-yl)acetate (71 mg, 0.236 mmol) in EtOH (2 mL) at 25° C. was added NaOH (2 N, 1.39 mL, 2.78 mmol). After being stirred at 25° C. for 16 h, the reaction mixture was extracted with 5 mL of CH2Cl2. The aqueous layer was basified with 2 M HCl to pH 5, and extracted three times with 10 mL of ethyl acetate, dried over Na2SO4 and concentrated. The crude product was purified by flash chromatography (gradient of 1... The reactants are O(S(=O)(=O)C(F)(F)F)S(=O)(=O)C(F)(F)F (Tf2O), TEA, FC(C1CC(CC(C1)=O)=O)(F)F (5-(trifluoromethyl)cyclohexane-1,3-dione). Solvent: C(Cl)Cl (DCM), C(Cl)Cl (DCM), C(Cl)Cl (DCM). Conditions: temperature 0 celsius, time 2 hour. The product is FC(S(=O)(=O)OC1=CC(CC(C1)C(F)(F)F)=O)(F)F (3-oxo-5-(trifluoromethyl)cyclohex-1-enyl trifluoromethanesulfonate). As a reaction SMILES: [F:1][C:2]([F:12])([F:11])[CH:3]1[CH2:8][C:7](=[O:9])[CH2:6][C:5](=[O:10])[CH2:4]1.[O:13](S(C(F)(F)F)(=O)=O)[S:14]([C:17]([F:20])([F:19])[F:18])(=O)=[O:15]>C(Cl)Cl>[F:18][C:17]([F:20])([F:19])[S:14]([O:9][C:7]1[CH2:8][CH:3]([C:2]([F:11])([F:12])[F:1])[CH2:4][C:5](=[O:10])[CH:6]=1)(=[O:15])=[O:13]. Procedure details: To a suspension of 5-(trifluoromethyl)cyclohexane-1,3-dione (1.0 eq) in DCM (0.23 M) was added TEA (1.2 eq) to give a clear solution. The mixture was cooled to 0° C. And then Tf2O (1.05 eq) in DCM was added dropwise. The reaction mixture was stirred at that temperature for 2 hours. The reaction mixture was diluted with DCM, and washed with water, aq. NaHCO3, brine, and was dried over MgSO4, filtered and concentrated to give 3-oxo-5-(trifluoromethyl)cyclohex-1-enyl trifluoromethanesulfonate, whic... Reactants: Brc1cccc2ccccc12, CCOC(=O)CC#N, CC(=O)[O-], Cc1ccccc1, CC(=O)O, [Mg], [NH4+], C1CCC2OC2C1, O=[Cr](=O)([O-])Cl, O=C1CCCCC1c1cccc2ccccc12, c1cc[nH+]cc1. Product: O=C1CCCCC1c1cccc2ccccc12, Oc1cccc2ccccc12. As a reaction SMILES: [Br:2][c:3]1[cH:4][cH:5][cH:6][c:7]2[cH:8][cH:9][cH:10][cH:11][c:12]12.[C:48]([CH2:49][C:50]([O:51][CH2:52][CH3:53])=[O:54])#[N:55].[CH3:57][C:58](=[O:59])[O-:60].[CH3:61][c:62]1[cH:63][cH:64][cH:65][cH:66][cH:67]1.[CH3:68][C:69](=[O:70])[OH:71].[Mg:1].[NH4+:56].[O:13]1[CH:14]2[CH2:15][CH2:16][CH2:17][CH2:18][CH:19]12.[O:20]=[Cr:21]([Cl:22])([O-:23])=[O:24].[c:31]1([CH:41]2[C:42](=[O:47])[CH2:43][CH2:44][CH2:45][CH2:46]2)[cH:32][cH:33][cH:34][c:35]2[cH:36][cH:37][cH:38][cH:39][c:40]12.[nH+:25]1[cH:26][cH:27][cH:28][cH:29][cH:30]1>>[c:31]1([CH:41]2[C:42](=[O:47])[CH2:43][CH2:44][CH2:45][CH2:46]2)[cH:32][cH:33][cH:34][c:35]2[cH:36][cH:37][cH:38][cH:39][c:40]12.[c:3]1([OH:13])[cH:4][cH:5][cH:6][c:7]2[cH:8][cH:9][cH:10][cH:11][c:12]12.